From a dataset of the Open Reaction Database (ORD), a public repository of structured organic reaction records. describe an organic reaction: reactants, conditions, products, and yield Starting materials: [BH4-], CC(=O)Nc1nc(CCC=O)cs1, CC(C)OC(C)C, [Na+]. Yields the product CC(=O)Nc1nc(CCCO)cs1. As a reaction SMILES: [BH4-:14].[C:1]([CH3:2])(=[O:3])[NH:4][c:5]1[s:6][cH:7][c:8]([CH2:10][CH2:11][CH:12]=[O:13])[n:9]1.[CH:16]([O:17][CH:18]([CH3:19])[CH3:20])([CH3:21])[CH3:22].[Na+:15]>>[C:1]([CH3:2])(=[O:3])[NH:4][c:5]1[s:6][cH:7][c:8]([CH2:10][CH2:11][CH2:12][OH:13])[n:9]1.